describe an organic reaction: reactants, conditions, products, and yield From a dataset of the Open Reaction Database (ORD), a public repository of structured organic reaction records. Starting materials: OCC=1N=C(SC1)C1=CC(=C(C(=C1)OC)OC)OC (4-Hydroxymethyl-2-(3,4,5-trimethoxyphenyl)thiazole). Solvent: CS(=O)C (DMSO), C(C)N(CC)CC (triethylamine), C(C)(=O)OCC (ethyl acetate). Reaction conditions: time 1 hour. Product: COC=1C=C(C=C(C1OC)OC)C=1SC=C(N1)C=O (2-(3,4,5-Trimethoxyphenyl)thiazole-4-carboaldehyde). Reaction SMILES: [OH:1][CH2:2][C:3]1[N:4]=[C:5]([C:8]2[CH:13]=[C:12]([O:14][CH3:15])[C:11]([O:16][CH3:17])=[C:10]([O:18][CH3:19])[CH:9]=2)[S:6][CH:7]=1>CS(C)=O.C(N(CC)CC)C.C(OCC)(=O)C>[CH3:19][O:18][C:10]1[CH:9]=[C:8]([C:5]2[S:6][CH:7]=[C:3]([CH:2]=[O:1])[N:4]=2)[CH:13]=[C:12]([O:14][CH3:15])[C:11]=1[O:16][CH3:17]. Procedure: 4-Hydroxymethyl-2-(3,4,5-trimethoxyphenyl)thiazole (1.53 g) was dissolved in a mixed solvent of DMSO (5 mL) and triethylamine (2.3 mL), and sulfur trioxide pyridine complex (98%, 3.09 g) was added portionwise to the solution at room temperature. After 1 hour, the reaction mixture was diluted with ethyl acetate, washed with water and saturated brine and dried over anhydrous sodium sulfate. After concentrating the reaction mixture under reduced pressure, the residue was purified by column chromato...